This data is from the Open Reaction Database (ORD), a public repository of structured organic reaction records. The task is: describe an organic reaction: reactants, conditions, products, and yield Reactants: O=C([O-])[O-], COc1cc2c(Oc3ccc4[nH]cc(C)c4c3)ncnc2cc1OCC1CCNCC1, CC(=O)CCl, [K+], [K+], CN(C)C=O. Product: COc1cc2c(Oc3ccc4[nH]cc(C)c4c3)ncnc2cc1OCC1CCN(CC(C)=O)CC1. Reaction SMILES: [C:37](=[O:38])([O-:39])[O-:40].[CH3:1][O:2][c:3]1[cH:4][c:5]2[c:6]([O:21][c:22]3[cH:23][c:24]4[c:25]([CH3:31])[cH:26][nH:27][c:28]4[cH:29][cH:30]3)[n:7][cH:8][n:9][c:10]2[cH:11][c:12]1[O:13][CH2:14][CH:15]1[CH2:16][CH2:17][NH:18][CH2:19][CH2:20]1.[CH3:32][C:33](=[O:34])[CH2:35][Cl:36].[K+:41].[K+:42].[O:43]=[CH:44][N:45]([CH3:46])[CH3:47]>>[CH3:1][O:2][c:3]1[cH:4][c:5]2[c:6]([O:21][c:22]3[cH:23][c:24]4[c:25]([CH3:31])[cH:26][nH:27][c:28]4[cH:29][cH:30]3)[n:7][cH:8][n:9][c:10]2[cH:11][c:12]1[O:13][CH2:14][CH:15]1[CH2:16][CH2:17][N:18]([CH2:35][C:33]([CH3:32])=[O:34])[CH2:19][CH2:20]1.